This data is from the Open Reaction Database (ORD), a public repository of structured organic reaction records. The task is: describe an organic reaction: reactants, conditions, products, and yield Starting materials: C1(=CC=CC=C1)C#C (phenylacetylene), Cl (HCl), FC(C=O)(F)F (Trifluoroacetaldehyde). Run in CCOCC (ether), C(CCC)[Li] (n-butyllithium). Reaction conditions: temperature -78 celsius, time 2 hour. The product is FC(C(C#CC1=CC=CC=C1)O)(F)F (1,1,1-trifluoro-4-phenyl-3-butyne-2-ol). The yield is 74.0%. Reaction SMILES: [C:1]1([C:7]#[CH:8])[CH:6]=[CH:5][CH:4]=[CH:3][CH:2]=1.[F:9][C:10]([F:14])([F:13])[CH:11]=[O:12].Cl>CCOCC.C([Li])CCC>[F:9][C:10]([F:14])([F:13])[CH:11]([OH:12])[C:8]#[C:7][C:1]1[CH:6]=[CH:5][CH:4]=[CH:3][CH:2]=1. Procedure details: In a solution of phenylacetylene (4.08 g, 40 mmol) in dry ether (30 ml), n-butyllithium (27 ml, 1.5 M in hexane) was slowly added at -78° C. Trifluoroacetaldehyde (3.7 g, 38 mmol) was introduced in the above mixture under bubbling and the mixture was then agitated 2 hours at -78° C. After the temperature of reaction mixture was elevated to room temperature, the whole solution was poured into aqueous 2% HCl solution. Extraction was made for the oily layer using diethyl ether. The extracts were dr... The reactants are Cc1cc(C(C)(C)C)c(O)c(C(C)(C)C)c1, C=COC(C)=O, O=C(O)c1ccccc1, [Pd]. The product is C=COC(=O)c1ccccc1. As a reaction SMILES: [C:10]([CH3:11])([c:12]1[c:13]([OH:14])[c:15]([C:16]([CH3:17])([CH3:18])[CH3:19])[cH:20][c:21]([CH3:22])[cH:23]1)([CH3:24])[CH3:25].[CH3:26][C:27]([O:28][CH:29]=[CH2:30])=[O:31].[OH:1][C:2](=[O:3])[c:4]1[cH:5][cH:6][cH:7][cH:8][cH:9]1.[Pd:32]>>[O:1]([C:2](=[O:3])[c:4]1[cH:5][cH:6][cH:7][cH:8][cH:9]1)[CH:10]=[CH2:11]. Starting materials: CC(C)(C)Oc1ccc(NN)cc1, O=C(Cl)c1ccccc1, CCO, CC(=O)CCCN1CCCCC1CC1CCCCC1, Cc1[nH]c2ccc(OC(C)(C)C)cc2c1CCN1CCCCC1CC1CCCCC1, [H-], [Na+], [Na], CN(C)C=O. The product is Cc1c(CCN2CCCCC2CC2CCCCC2)c2cc(OC(C)(C)C)ccc2n1C(=O)c1ccccc1. RXN SMILES: [C:1]([O:2][c:3]1[cH:4][cH:5][c:6]([NH:7][NH2:8])[cH:9][cH:10]1)([CH3:11])([CH3:12])[CH3:13].[C:66]([c:67]1[cH:68][cH:69][cH:70][cH:71][cH:72]1)(=[O:73])[Cl:74].[CH3:75][CH2:76][OH:77].[CH:14]1([CH2:15][CH:16]2[CH2:17][CH2:18][CH2:19][CH2:20][N:21]2[CH2:22][CH2:23][CH2:24][C:25](=[O:26])[CH3:27])[CH2:28][CH2:29][CH2:30][CH2:31][CH2:32]1.[CH:33]1([CH2:39][CH:40]2[N:41]([CH2:46][CH2:47][c:48]3[c:49]([CH3:62])[nH:50][c:51]4[cH:52][cH:53][c:54]([O:57][C:58]([CH3:59])([CH3:60])[CH3:61])[cH:55][c:56]34)[CH2:42][CH2:43][CH2:44][CH2:45]2)[CH2:34][CH2:35][CH2:36][CH2:37][CH2:38]1.[H-:63].[Na+:64].[Na:65].[O:78]=[CH:79][N:80]([CH3:81])[CH3:82]>>[CH:33]1([CH2:39][CH:40]2[N:41]([CH2:46][CH2:47][c:48]3[c:49]([CH3:62])[n:50]([C:66]([c:67]4[cH:68][cH:69][cH:70][cH:71][cH:72]4)=[O:73])[c:51]4[cH:52][cH:53][c:54]([O:57][C:58]([CH3:59])([CH3:60])[CH3:61])[cH:55][c:56]34)[CH2:42][CH2:43][CH2:44][CH2:45]2)[CH2:34][CH2:35][CH2:36][CH2:37][CH2:38]1. The reactants are IC1=CC=C(C=C1)C=1OC(=NN1)C (2-(4-iodophenyl)-5-methyl-[1,3,4]oxadiazole), CC1=C(C=C(C(=O)NC=2SC=CN2)C=C1)B1OC(C(O1)(C)C)(C)C (4-Methyl-3-(4,4,5,5-tetramethyl-[1,3,2]dioxaborolan-2-yl)-N-(thiazol-2-yl)-benzamide), IC1=CC=C(C=C1)C=1OC(=NN1)C (2-(4-iodophenyl)-5-methyl-[1,3,4]oxadiazole), CC1(OB(OC1(C)C)C1=C(C(=O)NC=2SC=CN2)C=CC=C1)C (4,4,5,5-tetramethyl-[1,3,2]dioxaborolan-2-yl-N-(thiazol-2-yl)-benzamide). Solvent: CC(C)O (propan-2-ol). The product is S1C(=NC=C1)NC(=O)C=1C=C(C(=CC1)C)C1=CC=C(C=C1)C=1OC(=NN1)C (6-Methyl-4′-(5-methyl-[1,3,4]oxadiazol-2-yl)biphenyl-3-carboxylic acid thiazol-2-ylamide). RXN SMILES: I[C:2]1[CH:7]=[CH:6][C:5]([C:8]2[O:9][C:10]([CH3:13])=[N:11][N:12]=2)=[CH:4][CH:3]=1.CC1(C)C(C)(C)OB(C2C=CC=CC=2C(NC2SC=CN=2)=O)O1.[CH3:37][C:38]1[CH:51]=[CH:50][C:41]([C:42]([NH:44][C:45]2[S:46][CH:47]=[CH:48][N:49]=2)=[O:43])=[CH:40][C:39]=1B1OC(C)(C)C(C)(C)O1>CC(O)C>[S:46]1[CH:47]=[CH:48][N:49]=[C:45]1[NH:44][C:42]([C:41]1[CH:40]=[C:39]([C:2]2[CH:7]=[CH:6][C:5]([C:8]3[O:9][C:10]([CH3:13])=[N:11][N:12]=3)=[CH:4][CH:3]=2)[C:38]([CH3:37])=[CH:51][CH:50]=1)=[O:43]. Procedure: Example 38 was prepared using 2-(4-iodophenyl)-5-methyl-[1,3,4]oxadiazole (Intermediate 15) and 4-methyl-3-(4,4,5,5-tetramethyl-[1,3,2]dioxaborolan-2-yl-N-(thiazol-2-yl)-benzamide (Intermediate 22) with propan-2-ol as the solvent.